Dataset: the Open Reaction Database (ORD), a public repository of structured organic reaction records. Task: describe an organic reaction: reactants, conditions, products, and yield The reactants are C(CC)N (Propylamine), C1=CC=CC2=C1C1=C(OC2=O)C=2C=CC=CC2C1=O (benz[d]indeno[1,2-b]pyran-5, 11-dione). Solvent: C(Cl)(Cl)Cl (CHCl3), C(Cl)(Cl)Cl (CHCl3). Yields the product O=C1N(C2=C(C3=CC=CC=C13)C(C=1C=CC=CC12)=O)CCC (5,6-Dihydro-5,11-diketo-6-propyl-11H-indeno[1,2-c]isoquinoline). The yield is 56.0%. RXN SMILES: [CH2:1]([NH2:4])[CH2:2][CH3:3].[CH:5]1[C:10]2[C:11]3[C:22](=[O:23])[C:21]4[CH:20]=[CH:19][CH:18]=[CH:17][C:16]=4[C:12]=3[O:13][C:14](=O)[C:9]=2[CH:8]=[CH:7][CH:6]=1>C(Cl)(Cl)Cl>[O:13]=[C:14]1[C:9]2[C:10](=[CH:5][CH:6]=[CH:7][CH:8]=2)[C:11]2[C:22](=[O:23])[C:21]3[CH:20]=[CH:19][CH:18]=[CH:17][C:16]=3[C:12]=2[N:4]1[CH2:1][CH2:2][CH3:3]. Procedure details: Propylamine (0.3 mL, 3 mmol) was added to a stirred solution of benz[d]indeno[1,2-b]pyran-5,11-dione (2) (0.49 g mmol) in CHCl3 (10 mL). The red solution stirred overnight before CHCl3 (75 mL) was added and the mixture washed with H2O (3×20 mL) and brine (1×20 mL), dried (MgSO4), and concentrated under reduced pressure to give a yellow-orange solid (0.32 g, 55%): mp 166-167° C.; IR (neat) 2967, 1660, 1502, 1427, 1317, 1193, 959 cm−1; 1H NMR (CDCl3, 300 MHz) δ8.69 (d, 1H, J=8.0 Hz), 8.33 (d, 1H, ... Reactants: CCOC(=O)CNc1cc(C2CCCN(C(=O)OCc3ccccc3)C2)ccc1C, CCO. Yields the product CCOC(=O)CNc1cc(C2CCCNC2)ccc1C. RXN SMILES: [CH2:1]([O:2][C:3](=[O:4])[N:11]1[CH2:12][CH:13]([c:17]2[cH:18][c:19]([NH:24][CH2:25][C:26](=[O:27])[O:28][CH2:29][CH3:30])[c:20]([CH3:23])[cH:21][cH:22]2)[CH2:14][CH2:15][CH2:16]1)[c:5]1[cH:6][cH:7][cH:8][cH:9][cH:10]1.[CH3:31][CH2:32][OH:33]>>[NH:11]1[CH2:12][CH:13]([c:17]2[cH:18][c:19]([NH:24][CH2:25][C:26](=[O:27])[O:28][CH2:29][CH3:30])[c:20]([CH3:23])[cH:21][cH:22]2)[CH2:14][CH2:15][CH2:16]1. The reactants are Cc1nc2c3c(c(C(=O)O)cc2n1C)CCC(c1ccccc1)N3, CN, CN(C)C=O, C1CCOC1, O. Yields the product CNC(=O)c1cc2c(nc(C)n2C)c2c1CCC(c1ccccc1)N2. As a reaction SMILES: [CH3:1][c:2]1[n:3][c:4]2[c:5]([cH:6][c:7]([C:20](=[O:21])[OH:22])[c:8]3[c:13]2[NH:12][CH:11]([c:14]2[cH:15][cH:16][cH:17][cH:18][cH:19]2)[CH2:10][CH2:9]3)[n:23]1[CH3:24].[CH3:25][NH2:26].[CH3:33][N:34]([CH3:35])[CH:36]=[O:37].[O:28]1[CH2:29][CH2:30][CH2:31][CH2:32]1.[OH2:27]>>[CH3:1][c:2]1[n:3][c:4]2[c:5]([cH:6][c:7]([C:20](=[O:21])[NH:26][CH3:25])[c:8]3[c:13]2[NH:12][CH:11]([c:14]2[cH:15][cH:16][cH:17][cH:18][cH:19]2)[CH2:10][CH2:9]3)[n:23]1[CH3:24]. Reactants: FC1=C(C=CC=C1)O (2-fluorophenol), [H-].[Na+] (sodium hydride), C(C)(C)(C)OC(=O)N1CCC2(CC(C2)OS(=O)(=O)C)CC1 (7-(tert-butoxycarbonyl)-2-methanesulfonyloxy-7-azaspiro[3.5]nonane), O (water). The solvent is CN(C=O)C (dimethylformamide), CN(C=O)C (N,N-dimethylformamide). Conditions: temperature 80 celsius, time 30 minute. Product: C(C)(C)(C)OC(=O)N1CCC2(CC(C2)OC2=C(C=CC=C2)F)CC1 (7-(tert-Butoxycarbonyl)-2-(2-fluorophenoxy)-7-azaspiro[3.5]nonane). The yield is 104.9%. Reaction SMILES: [F:1][C:2]1[CH:7]=[CH:6][CH:5]=[CH:4][C:3]=1[OH:8].[H-].[Na+].[C:11]([O:15][C:16]([N:18]1[CH2:31][CH2:30][C:21]2([CH2:24][CH:23](OS(C)(=O)=O)[CH2:22]2)[CH2:20][CH2:19]1)=[O:17])([CH3:14])([CH3:13])[CH3:12].O>CN(C)C=O>[C:11]([O:15][C:16]([N:18]1[CH2:31][CH2:30][C:21]2([CH2:22][CH:23]([O:8][C:3]3[CH:4]=[CH:5][CH:6]=[CH:7][C:2]=3[F:1])[CH2:24]2)[CH2:20][CH2:19]1)=[O:17])([CH3:14])([CH3:12])[CH3:13] |f:1.2|. Procedure: After dissolving 148 mg of 2-fluorophenol in 10 mg of dimethylformamide, 53 mg of sodium hydride (70% suspension in oil) was added, the mixture was stirred at 80° C. for 30 minutes, a solution of 148 mg of 7-(tert-butoxycarbonyl)-2-methanesulfonyloxy-7-azaspiro[3.5]nonane in N,N-dimethylformamide (7 ml) was added and the mixture was stirred at 80° C. for two nights. After cooling it to room temperature, water was added and extraction was performed with ethyl acetate. The organic layer was washed... The reactants are CNC(=O)CNc1c(C)cccc1C, CNC(=O)CN(C(=O)CCl)c1c(C)cccc1C, CCOC(C)=O, O=C(Cl)CCl, Clc1ccccc1, Cl, CN(C)C=O. Yields the product Cc1cccc(C)c1N(CC(=O)N(C)C)C(=O)CCl. Reaction SMILES: [CH3:1][NH:2][C:3](=[O:4])[CH2:5][NH:6][c:7]1[c:8]([CH3:9])[cH:10][cH:11][cH:12][c:13]1[CH3:14].[CH3:21][NH:22][C:23]([CH2:24][N:25]([C:26]([CH2:27][Cl:28])=[O:29])[c:30]1[c:31]([CH3:37])[cH:32][cH:33][cH:34][c:35]1[CH3:36])=[O:38].[CH3:46][CH2:47][O:48][C:49](=[O:50])[CH3:51].[Cl:15][CH2:16][C:17]([Cl:18])=[O:19].[Cl:39][c:40]1[cH:41][cH:42][cH:43][cH:44][cH:45]1.[ClH:20].[O:52]=[CH:53][N:54]([CH3:55])[CH3:56]>>[CH3:1][N:22]([CH3:21])[C:23]([CH2:24][N:25]([C:26]([CH2:27][Cl:28])=[O:29])[c:30]1[c:31]([CH3:37])[cH:32][cH:33][cH:34][c:35]1[CH3:36])=[O:38]. Starting materials: ClCC(=O)O (chloroacetic acid), C1(=CC=CC=C1)C (toluene), 3,4-dihydro-2H-pyrene, S(O)(O)(=O)=O (sulfuric acid), C1(=CC=CC=C1)C (toluene), ClCC(=O)O (chloroacetic acid), C([O-])([O-])=O.[K+].[K+] (potassium carbonate), ClCC(=O)O (chloroacetic acid). Reaction conditions: time 2 hour. The product is O1C(CCCC1)OC(CCl)=O (Chloroacetic acid tetrahydropyranyl ester). Isolated yield 100.0%. RXN SMILES: S(=O)(=O)(O)O.[Cl:6][CH2:7][C:8]([OH:10])=[O:9].[C:11](=[O:14])([O-])[O-].[K+].[K+].[C:17]1(C)[CH:22]=CC=[CH:19][CH:18]=1>>[O:14]1[CH2:11][CH2:19][CH2:18][CH2:17][CH:22]1[O:9][C:8](=[O:10])[CH2:7][Cl:6] |f:2.3.4|. Procedure: A mixture of 185 g (2.2 mol) 3,4-dihydro-2H-pyrene, 200 ml toluene and 0.2 ml concentrated sulfuric acid is added dropwise over a period of 15 min at a temperature of 15° C. with a solution of 142 g (1.5 mol) chloroacetic acid in 500 ml toluene. During the addition ice-cooling is provided. After finishing the addition of the chloroacetic acid solution the reaction mixture is stirred 2 hours at room temperature. 15 g anhydrous potassium carbonate are added for stabilizing purposes. The reaction m...